From a dataset of the Open Reaction Database (ORD), a public repository of structured organic reaction records. describe an organic reaction: reactants, conditions, products, and yield Starting materials: B(Br)(Br)Br (BBr3), COC1=C(C=CC=C1)C=1N=C(C2=C(N1)C=CS2)N2CCC(CC2)NC(OCC(C)C)=O (isobutyl 1-(2-(2-methoxyphenyl)thieno[3,2-d]pyrimidin-4-yl)piperidin-4-ylcarbamate), C(=O)(O)[O-].[Na+] (NaHCO3). Solvent: C(Cl)Cl (CH2Cl2), C(Cl)Cl (CH2Cl2). The product is OC1=C(C=CC=C1)C=1N=C(C2=C(N1)C=CS2)N2CCC(CC2)NC(OCC(C)C)=O (isobutyl 1-(2-(2-hydroxyphenyl)thieno[3,2-d]pyrimidin-4-yl)piperidin-4-ylcarbamate). RXN SMILES: C[O:2][C:3]1[CH:8]=[CH:7][CH:6]=[CH:5][C:4]=1[C:9]1[N:10]=[C:11]([N:18]2[CH2:23][CH2:22][CH:21]([NH:24][C:25](=[O:31])[O:26][CH2:27][CH:28]([CH3:30])[CH3:29])[CH2:20][CH2:19]2)[C:12]2[S:17][CH:16]=[CH:15][C:13]=2[N:14]=1.B(Br)(Br)Br.C([O-])(O)=O.[Na+]>C(Cl)Cl>[OH:2][C:3]1[CH:8]=[CH:7][CH:6]=[CH:5][C:4]=1[C:9]1[N:10]=[C:11]([N:18]2[CH2:19][CH2:20][CH:21]([NH:24][C:25](=[O:31])[O:26][CH2:27][CH:28]([CH3:29])[CH3:30])[CH2:22][CH2:23]2)[C:12]2[S:17][CH:16]=[CH:15][C:13]=2[N:14]=1 |f:2.3|. Procedure details: A solution of isobutyl 1-(2-(2-methoxyphenyl)thieno[3,2-d]pyrimidin-4-yl)piperidin-4-ylcarbamate (0.13 g, 0.30 mmol) in CH2Cl2 (2 mL) was cooled to −50° C., and a solution of BBr3 in CH2Cl2 (1 M, 1.8 mL, 1.8 mmol) was slowly added. The reaction was allowed to gradually warm to room temperature over 3 h, and saturated aqueous NaHCO3 was slowly added. The organic layer was separated, washed with water, dried over Na2SO4, and concentrated under vacuum. The residue was purified by preparative revers... Starting materials: CC(C)(C)CCn1c(=O)c(C2=NS(=O)(=O)c3cc(I)ccc3N2)c(O)c2cccn21, CNCC(=O)O, CNS(C)(=O)=O, CCOC(C)=O, CN(C)C=O, [Cu]I, [K+], [K+], [K+], [K+], [K+], O=P([O-])([O-])OP(=O)([O-])OP(=O)([O-])[O-]. Product: CN(c1ccc2c(c1)S(=O)(=O)N=C(c1c(O)c3cccn3n(CCC(C)(C)C)c1=O)N2)S(C)(=O)=O. Reaction SMILES: [CH3:1][C:2]([CH2:3][CH2:4][n:5]1[n:6]2[c:7]([c:8]([OH:25])[c:9]([C:12]3=[N:13][S:14](=[O:23])(=[O:24])[c:15]4[c:16]([cH:18][cH:19][c:20]([I:22])[cH:21]4)[NH:17]3)[c:10]1=[O:11])[cH:26][cH:27][cH:28]2)([CH3:29])[CH3:30].[CH3:49][NH:50][CH2:51][C:52](=[O:53])[OH:54].[CH3:55][NH:56][S:57](=[O:58])(=[O:59])[CH3:60].[CH3:61][CH2:62][O:63][C:64](=[O:65])[CH3:66].[CH3:69][N:70]([CH3:71])[CH:72]=[O:73].[Cu:67][I:68].[K+:44].[K+:45].[K+:46].[K+:47].[K+:48].[O-:31][P:32]([O:33][P:34]([O:35][P:36]([O-:37])([O-:38])=[O:39])([O-:40])=[O:41])(=[O:42])[O-:43]>>[CH3:1][C:2]([CH2:3][CH2:4][n:5]1[n:6]2[c:7]([c:8]([OH:25])[c:9]([C:12]3=[N:13][S:14](=[O:23])(=[O:24])[c:15]4[c:16]([cH:18][cH:19][c:20]([N:56]([CH3:55])[S:57](=[O:58])(=[O:59])[CH3:60])[cH:21]4)[NH:17]3)[c:10]1=[O:11])[cH:26][cH:27][cH:28]2)([CH3:29])[CH3:30]. Starting materials: N1C(CCC1)=O (2-pyrrolidinone), [H-].[Na+] (NaH), O (water), ClC1=NN=C(C2=CC=C(C=C12)OC)CC1=C(C=NC=C1Cl)Cl (4-chloro-1-(3,5-dichloro-pyridin-4-ylmethyl)-6-methoxy-phthalazine). Solvent: CN(C)C=O (DMF). Conditions: temperature 40 celsius. Yields the product ClC=1C=NC=C(C1CC1=NNC(C2=CC(=CC=C12)OC)N1C(CCC1)=O)Cl (1-[4-(3,5-Dichloro-pyridin-4-ylmethyl)-7-methoxy-1H-phthalazin-1-yl]-pyrrolidin-2-one). Isolated yield 53.5%. Reaction SMILES: [NH:1]1[CH2:5][CH2:4][CH2:3][C:2]1=[O:6].[H-].[Na+].Cl[C:10]1[C:19]2[C:14](=[CH:15][CH:16]=[C:17]([O:20][CH3:21])[CH:18]=2)[C:13]([CH2:22][C:23]2[C:28]([Cl:29])=[CH:27][N:26]=[CH:25][C:24]=2[Cl:30])=[N:12][N:11]=1.O>CN(C=O)C>[Cl:30][C:24]1[CH:25]=[N:26][CH:27]=[C:28]([Cl:29])[C:23]=1[CH2:22][C:13]1[C:14]2[C:19](=[CH:18][C:17]([O:20][CH3:21])=[CH:16][CH:15]=2)[CH:10]([N:1]2[CH2:5][CH2:4][CH2:3][C:2]2=[O:6])[NH:11][N:12]=1 |f:1.2|. Procedure: A solution of 2-pyrrolidinone (0.14 ml, 1.83 mmoles) in dry DMF (10 ml) under N2 was added with NaH (0.068 g, 1.7 mmoles; 60% in oil) and the mixture was heated to 40° C. for 1 hour, cooled and added with 4-chloro-1-(3,5-dichloro-pyridin-4-ylmethyl)-6-methoxy-phthalazine (0.5 g, 1.41 mmoles), prepared as described in example 45. The mixture was heated to 80° C. overnight, then poured into water (10 volumes) and extracted three times with ethyl acetate. The organic phase was discoloured with char...